From a dataset of the Open Reaction Database (ORD), a public repository of structured organic reaction records. describe an organic reaction: reactants, conditions, products, and yield The reactants are Brc1nsc(Br)c1Br, COS(=O)(=O)F. The product is C[n+]1sc(Br)c(Br)c1Br, O=S(=O)([O-])F. RXN SMILES: [Br:1][c:2]1[c:3]([Br:8])[c:4]([Br:7])[n:5][s:6]1.[F:9][S:10](=[O:11])(=[O:12])[O:13][CH3:14]>>[Br:1][c:2]1[c:3]([Br:8])[c:4]([Br:7])[n+:5]([CH3:14])[s:6]1.[F:9][S:10](=[O:11])(=[O:12])[O-:13]. The reactants are C[Si](C)(C)CCOCn1ccc2c(-c3cnn(C(=CC#N)C4CCCC4)c3)ncnc21, ClCCl, O=C(O)C(F)(F)F. Product: N#CC=C(C1CCCC1)n1cc(-c2ncnc3[nH]ccc23)cn1. As a reaction SMILES: [CH:1]1([C:6](=[CH:7][C:8]#[N:9])[n:10]2[n:11][cH:12][c:13](-[c:15]3[c:16]4[c:17]([n:18][cH:19][n:20]3)[n:21]([CH2:24][O:25][CH2:26][CH2:27][Si:28]([CH3:29])([CH3:30])[CH3:31])[cH:22][cH:23]4)[cH:14]2)[CH2:2][CH2:3][CH2:4][CH2:5]1.[Cl:32][CH2:33][Cl:34].[F:35][C:36]([F:37])([F:38])[C:39]([OH:40])=[O:41]>>[CH:1]1([C:6](=[CH:7][C:8]#[N:9])[n:10]2[n:11][cH:12][c:13](-[c:15]3[c:16]4[c:17]([n:18][cH:19][n:20]3)[nH:21][cH:22][cH:23]4)[cH:14]2)[CH2:2][CH2:3][CH2:4][CH2:5]1. Reactants: N(=[N+]=[N-])CCOC1=CC=C(C=C1)CC(C(=O)OCC)(C)CCCC (ethyl 3-[4-(2-azidoethoxy)phenyl]-2-butyl-2-methylpropionate). Reagents/catalysts: [Pd] (palladium on carbon). Product: NCCOC1=CC=C(C=C1)CC(C(=O)OCC)(C)CCCC (Ethyl 3-[4-(2-aminoethoxy)phenyl]-2-butyl-2-methylpropionate). The yield is 96.1%. RXN SMILES: [N:1]([CH2:4][CH2:5][O:6][C:7]1[CH:12]=[CH:11][C:10]([CH2:13][C:14]([CH2:21][CH2:22][CH2:23][CH3:24])([CH3:20])[C:15]([O:17][CH2:18][CH3:19])=[O:16])=[CH:9][CH:8]=1)=[N+]=[N-]>[Pd]>[NH2:1][CH2:4][CH2:5][O:6][C:7]1[CH:12]=[CH:11][C:10]([CH2:13][C:14]([CH2:21][CH2:22][CH2:23][CH3:24])([CH3:20])[C:15]([O:17][CH2:18][CH3:19])=[O:16])=[CH:9][CH:8]=1. Procedure: In a similar manner to that described in Reference example 1(d), a reaction was carried out using ethyl 3-[4-(2-azidoethoxy)phenyl]-2-butyl-2-methylpropionate (2.73 g), which is the product of Reference example 10(f), and palladium on carbon (5%, 270 mg) and the reaction mixture was treated to afford the title compound (2.42 g) as a syrup. Reactants: ice water, [H-].[Na+] (NaH), ClC(C)OC (1-chloroethyl methylether), N1C=CC2=CC=CC=C12 (indole). The solvent is CN(C)C=O (DMF). Run at temperature 0 celsius, time 15 minute. Yields the product COC(C)N1C=CC2=CC=CC=C12 (1-[1-methoxyethyl]indole). Yield: 58.0%. As a reaction SMILES: [H-].[Na+].[NH:3]1[C:11]2[C:6](=[CH:7][CH:8]=[CH:9][CH:10]=2)[CH:5]=[CH:4]1.Cl[CH:13]([O:15][CH3:16])[CH3:14]>CN(C=O)C>[CH3:16][O:15][CH:13]([N:3]1[C:11]2[C:6](=[CH:7][CH:8]=[CH:9][CH:10]=2)[CH:5]=[CH:4]1)[CH3:14] |f:0.1|. Procedure details: To a suspension of NaH (1.92 gm of a 60% dispersion in oil) in 75 mL of DMF was added indole (4.68 gm, 40 mmol) (Aldrich). The mixture was stirred for 15 minutes at 0° C., and 1-chloroethyl methylether (4 mL) was added dropwise. The resulting mixture was stirred at 0° C. for 1 hour and poured over ice/water, and extracted with toluene. The organic layer was dried over magnesium sulfate, and evaporated. The residue was purified by flash chromatography using EtOAc/hexanes to give 4 gm of 1-[1-meth...